This data is from the Open Reaction Database (ORD), a public repository of structured organic reaction records. The task is: describe an organic reaction: reactants, conditions, products, and yield Reaction SMILES: [CH2:25]1[O:26][CH2:27][CH2:28][CH2:29]1.[CH3:1][N:2]([CH:3]1[CH2:4][N:5]([S:8](=[O:9])(=[O:10])[c:11]2[cH:12][c:13]3[c:17]([cH:18][cH:19]2)[N:16]([C:20](=[O:21])[CH3:22])[CH2:15][CH2:14]3)[CH2:6][CH2:7]1)[CH3:23].[ClH:24]>>[CH3:1][N:2]([CH:3]1[CH2:4][N:5]([S:8](=[O:9])(=[O:10])[c:11]2[cH:12][c:13]3[c:17]([cH:18][cH:19]2)[NH:16][CH2:15][CH2:14]3)[CH2:6][CH2:7]1)[CH3:23]. Product: CN(C)C1CCN(S(=O)(=O)c2ccc3c(c2)CCN3)C1. Starting materials: C1CCOC1, CC(=O)N1CCc2cc(S(=O)(=O)N3CCC(N(C)C)C3)ccc21, Cl. The reactants are N1=C(C=CC=C1)CCC(=O)OCC (ethyl 3-(2-pyridinyl)propanoate), O.NN (hydrazine hydrate). The solvent is CCO (EtOH). Product: N1=C(C=CC=C1)CCC(=O)NN (3-(2-pyridyl)propanoic acid, hydrazide). As a reaction SMILES: [N:1]1[CH:6]=[CH:5][CH:4]=[CH:3][C:2]=1[CH2:7][CH2:8][C:9]([O:11]CC)=O.O.[NH2:15][NH2:16]>CCO>[N:1]1[CH:6]=[CH:5][CH:4]=[CH:3][C:2]=1[CH2:7][CH2:8][C:9]([NH:15][NH2:16])=[O:11] |f:1.2|. Procedure details: To a stirring 5 mL EtOH solution of 0.58 g (3.2 mmol) of ethyl 3-(2-pyridinyl)propanoate (4), prepared as described above in Example 4, was added 0.32 g (6.5 mmol) of hydrazine hydrate. The reaction was heated at reflux for three weeks. Although the reaction was still incomplete, the solvent was removed under vacuum. The resulting gum was triturated with diethyl ether (Et2O). The product remained a gum. The yield of 3-(2-pyridyl)propanoic acid, hydrazide (5) was 0.22 g (42%). This product was us... Reactants: C(C)(C)(C)OC(=O)N1CC(CC1)CC1=CC(=C2C(=NC=NN21)N)C=2C=CC1=CN(N=C1C2)CC2=CC=CC=C2 (3-[4-Amino-5-(2-benzyl-2H-indazol-6-yl)-pyrrolo[2,1-f][1,2,4]triazin-7-ylmethyl]-pyrrolidine-1-carboxylic acid tert-butyl ester), C(=O)(C(F)(F)F)O (TFA). Run in ClCCl (dichloromethane). Run at time 18 hour. Product: C(C1=CC=CC=C1)N1N=C2C=C(C=CC2=C1)C=1C=C(N2N=CN=C(C21)N)CC2CNCC2 (5-(2-Benzyl-2H-indazol-6-yl)-7-pyrrolidin-3-ylmethyl-pyrrolo[2,1-f][1,2,4]triazin-4-ylamine). Yield: 31.1%. RXN SMILES: C(OC([N:8]1[CH2:12][CH2:11][CH:10]([CH2:13][C:14]2[N:22]3[C:17]([C:18]([NH2:23])=[N:19][CH:20]=[N:21]3)=[C:16]([C:24]3[CH:25]=[CH:26][C:27]4[C:31]([CH:32]=3)=[N:30][N:29]([CH2:33][C:34]3[CH:39]=[CH:38][CH:37]=[CH:36][CH:35]=3)[CH:28]=4)[CH:15]=2)[CH2:9]1)=O)(C)(C)C.C(O)(C(F)(F)F)=O>ClCCl>[CH2:33]([N:29]1[CH:28]=[C:27]2[C:31]([CH:32]=[C:24]([C:16]3[CH:15]=[C:14]([CH2:13][CH:10]4[CH2:11][CH2:12][NH:8][CH2:9]4)[N:22]4[C:17]=3[C:18]([NH2:23])=[N:19][CH:20]=[N:21]4)[CH:25]=[CH:26]2)=[N:30]1)[C:34]1[CH:35]=[CH:36][CH:37]=[CH:38][CH:39]=1. Procedure: The product from Step 4 (0.10 g, 0.19 mmol) was dissolved in dichloromethane (3 mL) and TFA (0.14 mL, 1.95 mmol) was added. The mixture was stirred for 18 hours and concentrated. The residue was purified by preparative HPLC using 10-90% gradient of acetonitrile/water to provide 25 mg (31%) of the title compound. 1H-NMR (CD3OD-d4) 8.30-8.35 (m, 1H), 7.85-7.80 (m, 2 H), 7.67-7.64 (m, 1H), 7.40-7.22 (m, 5 H), 7.24 (dd, 1 H), 6.64 (s, 1 H), 5.67 (s, 2 H), 3.17-2.94 (m, 3 H), 2.77-2.68 (m, 2 H), 2.08...